From a dataset of the Open Reaction Database (ORD), a public repository of structured organic reaction records. describe an organic reaction: reactants, conditions, products, and yield The reactants are CO, C[N+](C)(C)CC(CC(=O)[O-])NC(=O)c1ccc(C#Cc2ccccc2)cc1. The product is C[N+](C)(C)CC(CC(=O)[O-])NC(=O)c1ccc(CCc2ccccc2)cc1. RXN SMILES: [CH3:28][OH:29].[c:1]1([C:7]#[C:8][c:9]2[cH:10][cH:11][c:12]([C:13](=[O:14])[NH:15][CH:16]([CH2:17][C:18](=[O:19])[O-:20])[CH2:21][N+:22]([CH3:23])([CH3:24])[CH3:25])[cH:26][cH:27]2)[cH:2][cH:3][cH:4][cH:5][cH:6]1>>[c:1]1([CH2:7][CH2:8][c:9]2[cH:10][cH:11][c:12]([C:13](=[O:14])[NH:15][CH:16]([CH2:17][C:18](=[O:19])[O-:20])[CH2:21][N+:22]([CH3:23])([CH3:24])[CH3:25])[cH:26][cH:27]2)[cH:2][cH:3][cH:4][cH:5][cH:6]1. Reactants: COC1=CC=C(CN2N=C(C=3C2=NC=CC3OC3=C(C=C(C=C3)NC(=O)C=3C(N(N=CC3)C3=CC=C(C=C3)F)=O)F)NC3CC(CCC3)O)C=C1 (N-(4-(1-(4-methoxybenzyl)-3-(3-hydroxycyclohexylamino)-1H-pyrazolo[3,4-b]pyridin-4-yloxy)-3-fluorophenyl)-2-(4-fluorophenyl)-3-oxo-2,3-dihydropyridazine-4-carboxamide), C(=O)(C(F)(F)F)O (TFA). Yields the product FC(C(=O)OC1CC(CCC1)NC1=NNC2=NC=CC(=C21)OC2=C(C=C(C=C2)NC(=O)C2=CC=NN(C2=O)C2=CC=C(C=C2)F)F)(F)F (3-(4-(2-fluoro-4-(1-(4-fluorophenyl)-6-oxo-1,6-dihydropyridazine-5-carboxamido)phenoxy)-1H-pyrazolo[3,4-b]pyridin-3-ylamino)cyclohexyl 2,2,2-trifluoroacetate). The yield is 78.0%. Reaction SMILES: COC1C=CC(C[N:8]2[C:12]3=[N:13][CH:14]=[CH:15][C:16]([O:17][C:18]4[CH:23]=[CH:22][C:21]([NH:24][C:25]([C:27]5[C:28](=[O:40])[N:29]([C:33]6[CH:38]=[CH:37][C:36]([F:39])=[CH:35][CH:34]=6)[N:30]=[CH:31][CH:32]=5)=[O:26])=[CH:20][C:19]=4[F:41])=[C:11]3[C:10]([NH:42][CH:43]3[CH2:48][CH2:47][CH2:46][CH:45](O)[CH2:44]3)=[N:9]2)=CC=1.[C:52]([OH:58])([C:54]([F:57])([F:56])[F:55])=[O:53]>>[F:55][C:54]([F:57])([F:56])[C:52]([O:58][CH:45]1[CH2:46][CH2:47][CH2:48][CH:43]([NH:42][C:10]2[C:11]3[C:12](=[N:13][CH:14]=[CH:15][C:16]=3[O:17][C:18]3[CH:23]=[CH:22][C:21]([NH:24][C:25]([C:27]4[C:28](=[O:40])[N:29]([C:33]5[CH:34]=[CH:35][C:36]([F:39])=[CH:37][CH:38]=5)[N:30]=[CH:31][CH:32]=4)=[O:26])=[CH:20][C:19]=3[F:41])[NH:8][N:9]=2)[CH2:44]1)=[O:53]. Reported procedure: A solution of N-(4-(1-(4-methoxybenzyl)-3-(3-hydroxycyclohexylamino)-1H-pyrazolo[3,4-b]pyridin-4-yloxy)-3-fluorophenyl)-2-(4-fluorophenyl)-3-oxo-2,3-dihydropyridazine-4-carboxamide (40 mg, 0.058 mmol) in TFA (1 mL) was heated to 50° C. for 1 hour. Excess TFA was evaporated and the residue was dissolved in EtOAc. The organic layer was then washed with saturated aqueous NaHCO3, brine, dried with Na2SO4, filtered and concentrated to afford the product (30 mg, 78% yield) as a yellow solid. LRMS (APC... Reactants: C#CCO, [Cl-], Clc1cc(OCc2ccccc2)ncn1, [H-], [NH4+], [Na+], C1CCOC1. As a reaction SMILES: [CH2:3]([C:4]#[CH:5])[OH:6].[Cl-:22].[Cl:7][c:8]1[n:9][cH:10][n:11][c:12]([O:14][CH2:15][c:16]2[cH:17][cH:18][cH:19][cH:20][cH:21]2)[cH:13]1.[H-:1].[NH4+:23].[Na+:2].[O:24]1[CH2:25][CH2:26][CH2:27][CH2:28]1>>[CH2:3]([C:4]#[CH:5])[O:6][c:8]1[n:9][cH:10][n:11][c:12]([O:14][CH2:15][c:16]2[cH:17][cH:18][cH:19][cH:20][cH:21]2)[cH:13]1. Product: C#CCOc1cc(OCc2ccccc2)ncn1. Starting materials: F[B-](F)(F)F, CCN(C(C)C)C(C)C, COc1ccc(-c2nocc2C(=O)O)cc1Cl, OC1(c2ccccc2Cl)CCNC1, Cl, CN(C)C=O, CN(C)C(On1nnc2ccccc21)=[N+](C)C. Product: COc1ccc(-c2nocc2C(=O)N2CCC(O)(c3ccccc3Cl)C2)cc1Cl. RXN SMILES: [B-:27]([F:28])([F:29])([F:30])[F:31].[CH2:18]([N:19]([CH:20]([CH3:21])[CH3:22])[CH:23]([CH3:24])[CH3:25])[CH3:26].[Cl:1][c:2]1[cH:3][c:4](-[c:10]2[n:11][o:12][cH:13][c:14]2[C:15](=[O:16])[OH:17])[cH:5][cH:6][c:7]1[O:8][CH3:9].[Cl:50][c:51]1[c:52]([C:57]2([OH:62])[CH2:58][NH:59][CH2:60][CH2:61]2)[cH:53][cH:54][cH:55][cH:56]1.[ClH:49].[O:63]=[CH:64][N:65]([CH3:66])[CH3:67].[n:32]1([O:33][C:34]([N:35]([CH3:36])[CH3:37])=[N+:38]([CH3:39])[CH3:40])[c:41]2[cH:42][cH:43][cH:44][cH:45][c:46]2[n:47][n:48]1>>[Cl:1][c:2]1[cH:3][c:4](-[c:10]2[n:11][o:12][cH:13][c:14]2[C:15](=[O:17])[N:59]2[CH2:58][C:57]([c:52]3[c:51]([Cl:50])[cH:56][cH:55][cH:54][cH:53]3)([OH:62])[CH2:61][CH2:60]2)[cH:5][cH:6][c:7]1[O:8][CH3:9]. The reactants are C1COCCO1, CC(C)(C)OC(=O)CCc1nccc2c(-c3noc(-c4ccc(OCC5CC5)c(Cl)c4)n3)cccc12, Cl. Yields the product O=C(O)CCc1nccc2c(-c3noc(-c4ccc(OCC5CC5)c(Cl)c4)n3)cccc12. RXN SMILES: [CH2:38]1[O:39][CH2:40][CH2:41][O:42][CH2:43]1.[Cl:1][c:2]1[cH:3][c:4](-[c:13]2[n:14][c:15](-[c:18]3[c:19]4[cH:20][cH:21][n:22][c:23]([CH2:28][CH2:29][C:30](=[O:31])[O:32][C:33]([CH3:34])([CH3:35])[CH3:36])[c:24]4[cH:25][cH:26][cH:27]3)[n:16][o:17]2)[cH:5][cH:6][c:7]1[O:8][CH2:9][CH:10]1[CH2:11][CH2:12]1.[ClH:37]>>[Cl:1][c:2]1[cH:3][c:4](-[c:13]2[n:14][c:15](-[c:18]3[c:19]4[cH:20][cH:21][n:22][c:23]([CH2:28][CH2:29][C:30](=[O:31])[OH:32])[c:24]4[cH:25][cH:26][cH:27]3)[n:16][o:17]2)[cH:5][cH:6][c:7]1[O:8][CH2:9][CH:10]1[CH2:11][CH2:12]1. The reagents and catalysts are CN(C1=CC=NC=C1)C (4-dimethylaminopyridine). The product is COC1=C(CNC(C=CC(CC2=CC=C(C=C2)Cl)N(C(C2=CC(=CC(=C2)C(F)(F)F)C(F)(F)F)=O)C)=O)C=CC=C1 (4-[N'-Methyl-N'-(3,5-bistrifluoromethyl-benzoyl)-amino]-5-(4-chlorophenyl)-pent-2-enoic acid N-(2-methoxy-benzyl)-amide). RXN SMILES: [CH3:1][N:2]([CH:19]([CH2:25][C:26]1[CH:31]=[CH:30][C:29]([Cl:32])=[CH:28][CH:27]=1)[CH:20]=[CH:21][C:22]([OH:24])=O)[C:3](=[O:18])[C:4]1[CH:9]=[C:8]([C:10]([F:13])([F:12])[F:11])[CH:7]=[C:6]([C:14]([F:17])([F:16])[F:15])[CH:5]=1.[CH3:33][O:34][C:35]1[CH:42]=[CH:41][CH:40]=[CH:39][C:36]=1[CH2:37][NH2:38].Cl.C(N=C=NCCCN(C)C)C>CN(C)C1C=CN=CC=1.C(Cl)Cl>[CH3:33][O:34][C:35]1[CH:42]=[CH:41][CH:40]=[CH:39][C:36]=1[CH2:37][NH:38][C:22](=[O:24])[CH:21]=[CH:20][CH:19]([N:2]([CH3:1])[C:3](=[O:18])[C:4]1[CH:5]=[C:6]([C:14]([F:15])([F:17])[F:16])[CH:7]=[C:8]([C:10]([F:11])([F:12])[F:13])[CH:9]=1)[CH2:25][C:26]1[CH:31]=[CH:30][C:29]([Cl:32])=[CH:28][CH:27]=1 |f:2.3|. Reported procedure: This is the compound of Example 1. It can be prepared also by the following synthesis method: a mixture of 0.493 g of 4-[N'-methyl-N'-(3,5-bistrifluoromethyl-benzoyl)-amino]-5-(4-chlorophenyl)-pent-2-enoic acid, 0.137 g of 2-methoxy-benzylamine, 0.21 g of N-ethyl-N'-(3-dimethylaminopropyl)-carbodiimide hydrochloride, 0.134 g of 4-dimethylaminopyridine and 10 ml of methylene chloride is stirred at room temperature under argon for 16 hours and then concentrated by evaporation. The residue is chrom... Run at time 16 hour. The reactants are compound, CN(C(C1=CC(=CC(=C1)C(F)(F)F)C(F)(F)F)=O)C(C=CC(=O)O)CC1=CC=C(C=C1)Cl (4-[N'-methyl-N'-(3,5-bistrifluoromethyl-benzoyl)-amino]-5-(4-chlorophenyl)-pent-2-enoic acid), COC1=C(CN)C=CC=C1 (2-methoxy-benzylamine), Cl.C(C)N=C=NCCCN(C)C (N-ethyl-N'-(3-dimethylaminopropyl)-carbodiimide hydrochloride). Solvent: C(Cl)Cl (methylene chloride). The reactants are COc1cc(Br)c(C)cc1O, C[Si](C)(C)CCOCCl, CCN(C(C)C)C(C)C, ClCCl. Yields the product COc1cc(Br)c(C)cc1OCOCC[Si](C)(C)C. As a reaction SMILES: [Br:1][c:2]1[cH:3][c:4]([O:10][CH3:11])[c:5]([OH:9])[cH:6][c:7]1[CH3:8].[CH3:21][Si:22]([CH2:23][CH2:24][O:25][CH2:26][Cl:27])([CH3:28])[CH3:29].[CH:12]([N:13]([CH2:14][CH3:15])[CH:16]([CH3:17])[CH3:18])([CH3:19])[CH3:20].[Cl:30][CH2:31][Cl:32]>>[Br:1][c:2]1[cH:3][c:4]([O:10][CH3:11])[c:5]([O:9][CH2:26][O:25][CH2:24][CH2:23][Si:22]([CH3:21])([CH3:28])[CH3:29])[cH:6][c:7]1[CH3:8]. Starting materials: COC(COC1=C2CCCC2=C(C=C1)S)=O ((7-Mercapto-indan-4-yloxy)-acetic acid methyl ester), ClCC1=CC=C(OCC2=CC(=C(C=C2)F)C(F)(F)F)C=C1 (4-(4-Chloromethyl-phenoxymethyl)-1-fluoro-2-trifluoromethyl-benzene), BrCC1=CC(=C(C=C1)F)C(F)(F)F (1-bromomethyl-4-fluoro-3-trifluoromethyl-benzene), OCC1=CC=C(C=C1)O (4-hydroxymethyl-phenol), ClCC1(CC=C(C=C1)OCC1=CC=CC=C1)C(F)(F)F (4-Chloromethyl-(4-trifluoromethyl-benzyloxy-benzene)). The product is FC1=C(C=C(COC2=CC=C(CSC=3C=CC(=C4CCCC34)OCC(=O)O)C=C2)C=C1)C(F)(F)F ({7-[4-(4-Fluoro-3-trifluoromethyl-benzyloxy)-benzylsulfanyl]-indan-4-yloxy}-acetic acid). As a reaction SMILES: C[O:2][C:3](=[O:16])[CH2:4][O:5][C:6]1[CH:14]=[CH:13][C:12]([SH:15])=[C:11]2[C:7]=1[CH2:8][CH2:9][CH2:10]2.Cl[CH2:18][C:19]1[CH:37]=[CH:36][C:22]([O:23][CH2:24][C:25]2[CH:30]=[CH:29][C:28]([F:31])=[C:27]([C:32]([F:35])([F:34])[F:33])[CH:26]=2)=[CH:21][CH:20]=1.BrCC1C=CC(F)=C(C(F)(F)F)C=1.OCC1C=CC(O)=CC=1.ClCC1(C(F)(F)F)C=CC(OCC2C=CC=CC=2)=CC1>>[F:31][C:28]1[CH:29]=[CH:30][C:25]([CH2:24][O:23][C:22]2[CH:21]=[CH:20][C:19]([CH2:18][S:15][C:12]3[CH:13]=[CH:14][C:6]([O:5][CH2:4][C:3]([OH:2])=[O:16])=[C:7]4[C:11]=3[CH2:10][CH2:9][CH2:8]4)=[CH:37][CH:36]=2)=[CH:26][C:27]=1[C:32]([F:33])([F:34])[F:35]. Reported procedure: The title compound was prepared in the manner analogous to Example 1F using 12C and 4-(4-Chloromethyl-phenoxymethyl)-1-fluoro-2-trifluoromethyl-benzene prepared from 1-bromomethyl-4-fluoro-3-trifluoromethyl-benzene and 4-hydroxymethyl-phenol in the manner analagous to Examples 14A and 14B. MS m/z 283 (M−237). The reactants are CCCCCCNC(=O)n1nc(Oc2c(Cl)cc(C(F)(F)F)cc2Cl)cc1C, CC(=O)O, O, O=S(=O)(Cl)Cl. The product is CCCCCCNC(=O)n1nc(Oc2c(Cl)cc(C(F)(F)F)cc2Cl)c(Cl)c1C. As a reaction SMILES: [CH2:6]([CH2:7][CH2:8][CH2:9][CH2:10][CH3:11])[NH:12][C:13](=[O:14])[n:15]1[n:16][c:17]([O:21][c:22]2[c:23]([Cl:33])[cH:24][c:25]([C:29]([F:30])([F:31])[F:32])[cH:26][c:27]2[Cl:28])[cH:18][c:19]1[CH3:20].[CH3:35][C:36](=[O:37])[OH:38].[OH2:34].[S:1]([Cl:2])(=[O:3])([Cl:4])=[O:5]>>[Cl:4][c:18]1[c:17]([O:21][c:22]2[c:23]([Cl:33])[cH:24][c:25]([C:29]([F:30])([F:31])[F:32])[cH:26][c:27]2[Cl:28])[n:16][n:15]([C:13]([NH:12][CH2:6][CH2:7][CH2:8][CH2:9][CH2:10][CH3:11])=[O:14])[c:19]1[CH3:20]. Reactants: Cc1ccc(C(=O)c2ccc(O)cc2)cc1, COc1cc2nccc(Cl)c2cc1OC. Product: COc1cc2nccc(Oc3ccc(C(=O)c4ccc(C)cc4)cc3)c2cc1OC. RXN SMILES: [CH3:16][c:17]1[cH:18][cH:19][c:20]([C:23](=[O:24])[c:25]2[cH:26][cH:27][c:28]([OH:31])[cH:29][cH:30]2)[cH:21][cH:22]1.[Cl:1][c:2]1[cH:3][cH:4][n:5][c:6]2[cH:7][c:8]([O:14][CH3:15])[c:9]([O:12][CH3:13])[cH:10][c:11]12>>[c:2]1([O:31][c:28]2[cH:27][cH:26][c:25]([C:23]([c:20]3[cH:19][cH:18][c:17]([CH3:16])[cH:22][cH:21]3)=[O:24])[cH:30][cH:29]2)[cH:3][cH:4][n:5][c:6]2[cH:7][c:8]([O:14][CH3:15])[c:9]([O:12][CH3:13])[cH:10][c:11]12.